describe an organic reaction: reactants, conditions, products, and yield From a dataset of the Open Reaction Database (ORD), a public repository of structured organic reaction records. Starting materials: CC1=C(C(=CC=C1)N)N (3-methylbenzene-1,2-diamine), C(=O)(O)[O-].[Na+] (NaHCO3). Run in C(=O)O (formic acid), O (water). Product: CC1=CC=CC=2NC=NC21 (4-methyl-1H-benzo[d]imidazole). RXN SMILES: [CH3:1][C:2]1[CH:7]=[CH:6][CH:5]=[C:4]([NH2:8])[C:3]=1[NH2:9].[C:10]([O-])(O)=O.[Na+]>C(O)=O.O>[CH3:1][C:2]1[C:3]2[N:9]=[CH:10][NH:8][C:4]=2[CH:5]=[CH:6][CH:7]=1 |f:1.2|. Reported procedure: A solution of 3-methylbenzene-1,2-diamine (170 mg) in formic acid (2 mL) was heated at 140° C. for 5 min in a microwave reactor. The mixture was diluted with water, neutralized with sat. NaHCO3, then extracted with EtOAc. The organic phase was washed with water and brine, dried (Na2SO4), filtered through a 1″ pad of silica gel and concentrated to afford 122 mg of Intermediate 171.1 as a tan solid. The reactants are CC(C)(C)OC(=O)CCBr, CCCCCC, CCOCC, O=C(O)C1CCCC1, CC(C)NC(C)C, Cl, [Li]CCCC, C1CCOC1. The product is CC(C)(C)OC(=O)CCC1(C(=O)O)CCCC1. RXN SMILES: [Br:21][CH2:22][CH2:23][C:24](=[O:25])[O:26][C:27]([CH3:28])([CH3:29])[CH3:30].[CH3:37][CH2:38][CH2:39][CH2:40][CH2:41][CH3:42].[CH3:43][CH2:44][O:45][CH2:46][CH3:47].[CH:13]1([C:18](=[O:19])[OH:20])[CH2:14][CH2:15][CH2:16][CH2:17]1.[CH:1]([NH:2][CH:3]([CH3:4])[CH3:5])([CH3:6])[CH3:7].[ClH:31].[Li:8][CH2:9][CH2:10][CH2:11][CH3:12].[O:32]1[CH2:33][CH2:34][CH2:35][CH2:36]1>>[C:13]1([C:18](=[O:19])[OH:20])([CH2:22][CH2:23][C:24](=[O:25])[O:26][C:27]([CH3:28])([CH3:29])[CH3:30])[CH2:14][CH2:15][CH2:16][CH2:17]1.